Task: describe an organic reaction: reactants, conditions, products, and yield. Dataset: the Open Reaction Database (ORD), a public repository of structured organic reaction records Starting materials: CCn1c(-c2ccccc2)csc1=Nc1ccc(C(=O)OC)cc1, CO, [Na+], [OH-]. The product is CCn1c(-c2ccccc2)csc1=Nc1ccc(C(=O)O)cc1. As a reaction SMILES: [CH2:1]([CH3:2])[n:3]1[c:4](=[N:14][c:15]2[cH:16][cH:17][c:18]([C:19](=[O:20])[O:21][CH3:22])[cH:23][cH:24]2)[s:5][cH:6][c:7]1-[c:8]1[cH:9][cH:10][cH:11][cH:12][cH:13]1.[CH3:27][OH:28].[Na+:26].[OH-:25]>>[CH2:1]([CH3:2])[n:3]1[c:4](=[N:14][c:15]2[cH:16][cH:17][c:18]([C:19](=[O:20])[OH:21])[cH:23][cH:24]2)[s:5][cH:6][c:7]1-[c:8]1[cH:9][cH:10][cH:11][cH:12][cH:13]1. The product is FC(C(=CC=C(C)C)C1=CC=CC=C1)(F)F (1,1,1-trifluoro-2-phenyl-5-methyl-hexa-2,4-diene). The solvent is CCCCCC (hexane), O1CCCC1 (tetrahydrofuran). The yield is 56.6%. The reactants are C(CCC)[Li] (n-butyl-lithium), [Br-].CC(=CC[P+](C1=CC=CC=C1)(C1=CC=CC=C1)C1=CC=CC=C1)C (3,3-dimethylallyl-triphenyl-phosphonium bromide), O (water), FC(C(=O)C1=CC=CC=C1)(F)F (trifluoroacetophenone). Procedure: 65 ml of 15% strength solution of n-butyl-lithium in hexane were added dropwise to a suspension of 41.1 g (0.1 mol) of dry 3,3-dimethylallyl-triphenyl-phosphonium bromide in 300 ml of anhydrous tetrahydrofuran at 0° C. under nitrogen, while stirring. The deep red solution thus obtained was stirred at 0° C. for a further 15 minutes and 17.4 g (0.1 mol) of ≃,≃,≃-trifluoroacetophenone were then added dropwise at 0°-10° C. The mixture was subsequently stirred at room temperature until it was decolor... RXN SMILES: C([Li])CCC.[Br-].[CH3:7][C:8]([CH3:30])=[CH:9][CH2:10][P+](C1C=CC=CC=1)(C1C=CC=CC=1)C1C=CC=CC=1.[F:31][C:32]([F:42])([F:41])[C:33]([C:35]1[CH:40]=[CH:39][CH:38]=[CH:37][CH:36]=1)=O.O>CCCCCC.O1CCCC1>[F:31][C:32]([F:42])([F:41])[C:33]([C:35]1[CH:40]=[CH:39][CH:38]=[CH:37][CH:36]=1)=[CH:10][CH:9]=[C:8]([CH3:30])[CH3:7] |f:1.2|. The reactants are C1(OCCO1)=O (ethylene carbonate), IC1=CC=C(C=C1)O (4-iodophenol), C([O-])([O-])=O.[K+].[K+] (potassium carbonate), Cl (hydrochloric acid), C([O-])([O-])=O.[K+].[K+] (potassium carbonate), [OH-].[Na+] (sodium hydroxide). Conditions: temperature 90 celsius, time 3 hour. The product is OCCOC1=CC=C(C=C1)I (4-(2-hydroxyethoxy)phenyl iodide). Isolated yield 26.6%. As a reaction SMILES: [C:1]1(=O)[O:5][CH2:4][CH2:3][O:2]1.[I:7][C:8]1[CH:13]=[CH:12]C(O)=[CH:10][CH:9]=1.C(=O)([O-])[O-].[K+].[K+].Cl.[OH-].[Na+]>>[OH:5][CH2:4][CH2:3][O:2][C:1]1[CH:12]=[CH:13][C:8]([I:7])=[CH:9][CH:10]=1 |f:2.3.4,6.7|. Reported procedure: A melt of ethylene carbonate (6.5 g, 74 mmol) in a small flask under Argon was treated with 4-iodophenol (0.400 g, 1.82 mmol) and powdered potassium carbonate (1.26 g, 9.1 mmol) and was stirred at 90° C. for 3 hr. The mixture was treated with cold dilute hydrochloric acid to decompose the excess potassium carbonate and excess aqueous sodium hydroxide solution was slowly added and the mixture was stirred over night. The suspension was extracted with methylene chloride, was washed with water and b... Starting materials: CCOCCn1c(N2CCCN(C)CC2)nc2ccccc21, Cc1ccccc1, CCOC(C)=O, CCOC(=O)Cl. Product: CCOCCn1c(N2CCCN(C(=O)OCC)CC2)nc2ccccc21. RXN SMILES: [CH3:1][N:2]1[CH2:3][CH2:4][N:5]([c:9]2[n:10][c:11]3[c:12]([n:13]2[CH2:14][CH2:15][O:16][CH2:17][CH3:18])[cH:19][cH:20][cH:21][cH:22]3)[CH2:6][CH2:7][CH2:8]1.[CH3:29][c:30]1[cH:31][cH:32][cH:33][cH:34][cH:35]1.[CH3:36][CH2:37][O:38][C:39](=[O:40])[CH3:41].[Cl:23][C:24](=[O:25])[O:26][CH2:27][CH3:28]>>[N:2]1([C:24](=[O:25])[O:26][CH2:27][CH3:28])[CH2:3][CH2:4][N:5]([c:9]2[n:10][c:11]3[c:12]([n:13]2[CH2:14][CH2:15][O:16][CH2:17][CH3:18])[cH:19][cH:20][cH:21][cH:22]3)[CH2:6][CH2:7][CH2:8]1. Procedure: To a stirred mixture of 2-propyl-1H-pyrrolo-[2,3-b]pyridine (29 mg, 0.18 mmol) in DMF (1 mL) was added NaH (6.7 mg of an 80% dispersion in oil, 0.271 mmol). After 20 min, N-triphenylmethyl-5-(4'-bromomethylbiphen-2-yl)tetrazole (111 mg, 0.19 mmol) was added and the mixture was stirred for 30 min. Water was added and the mixture was extracted with EtOAc. Purification by flash chromatography (SiO2, 25% EtOAc/hexanes) gave 2-propyl-1-[[2'-(1-triphenylmethyl-1H-tetrazol-5-yl)[1,1']-biphenyl-4-yl]met... Starting materials: O (Water), C(CC)C1=CC=2C(=NC=CC2)N1 (2-propyl-1H-pyrrolo-[2,3-b]pyridine), C1(=CC=CC=C1)C(N1N=NN=C1C1=CC=CC=C1C1=CC=C(C=C1)CBr)(C1=CC=CC=C1)C1=CC=CC=C1 (N-triphenylmethyl-5-(4'-bromomethylbiphen-2-yl)tetrazole), [H-].[Na+] (NaH). Conditions: time 20 minute. The product is C(CC)C1=CC=2C(=NC=CC2)N1CC1=CC=C(C=C1)C1=C(C=CC=C1)C1=NN=NN1C(C1=CC=CC=C1)(C1=CC=CC=C1)C1=CC=CC=C1 (2-propyl-1-[[2'-(1-triphenylmethyl-1H-tetrazol-5-yl)[1,1']-biphenyl-4-yl]methyl]-1H-pyrrolo[2,3-b]pyridine). RXN SMILES: [CH2:1]([C:4]1[NH:12][C:7]2=[N:8][CH:9]=[CH:10][CH:11]=[C:6]2[CH:5]=1)[CH2:2][CH3:3].[H-].[Na+].[C:15]1([C:21]([C:47]2[CH:52]=[CH:51][CH:50]=[CH:49][CH:48]=2)([C:41]2[CH:46]=[CH:45][CH:44]=[CH:43][CH:42]=2)[N:22]2[C:26]([C:27]3[C:32]([C:33]4[CH:38]=[CH:37][C:36]([CH2:39]Br)=[CH:35][CH:34]=4)=[CH:31][CH:30]=[CH:29][CH:28]=3)=[N:25][N:24]=[N:23]2)[CH:20]=[CH:19][CH:18]=[CH:17][CH:16]=1.O>CN(C=O)C>[CH2:1]([C:4]1[N:12]([CH2:39][C:36]2[CH:35]=[CH:34][C:33]([C:32]3[CH:31]=[CH:30][CH:29]=[CH:28][C:27]=3[C:26]3[N:22]([C:21]([C:47]4[CH:52]=[CH:51][CH:50]=[CH:49][CH:48]=4)([C:41]4[CH:42]=[CH:43][CH:44]=[CH:45][CH:46]=4)[C:15]4[CH:20]=[CH:19][CH:18]=[CH:17][CH:16]=4)[N:23]=[N:24][N:25]=3)=[CH:38][CH:37]=2)[C:7]2=[N:8][CH:9]=[CH:10][CH:11]=[C:6]2[CH:5]=1)[CH2:2][CH3:3] |f:1.2|. Run in CN(C)C=O (DMF). Reactants: [N+](=O)([O-])C1=C2C(C(=O)OC2=O)=CC=C1 (3-nitrophthalic anhydride), NC(CC#N)C1=CC(=C(C=C1)OC)OCC (3-amino-3-(3-ethoxy-4-methoxyphenyl)propanenitrile). Run in C(C)(=O)O (acetic acid), C(Cl)Cl (methylene chloride). Yields the product [N+](=O)([O-])C1=C2C(C(=O)N(C2=O)C(CC#N)C2=CC(=C(C=C2)OC)OCC)=CC=C1 (3-(3-nitrophthalimido)-3-(3-ethoxy-4-methoxyphenyl)propanenitrile). Isolated yield 56.0%. Reaction SMILES: [N+:1]([C:4]1[CH:14]=[CH:13][CH:12]=[C:6]2[C:7]([O:9][C:10](=[O:11])[C:5]=12)=O)([O-:3])=[O:2].[NH2:15][CH:16]([C:20]1[CH:25]=[CH:24][C:23]([O:26][CH3:27])=[C:22]([O:28][CH2:29][CH3:30])[CH:21]=1)[CH2:17][C:18]#[N:19]>C(O)(=O)C.C(Cl)Cl>[N+:1]([C:4]1[CH:14]=[CH:13][CH:12]=[C:6]2[C:7]([N:15]([CH:16]([C:20]3[CH:25]=[CH:24][C:23]([O:26][CH3:27])=[C:22]([O:28][CH2:29][CH3:30])[CH:21]=3)[CH2:17][C:18]#[N:19])[C:10](=[O:11])[C:5]=12)=[O:9])([O-:3])=[O:2]. Procedure details: A stirred suspension of 3-nitrophthalic anhydride (0.24 g, 1.13 mmol) and 3-amino-3-(3-ethoxy-4-methoxyphenyl)propanenitrile (0.25 g, 1.13 mmol) in 6 mL of acetic acid was heated to reflux under nitrogen for 12 hours. The acetic acid was removed in vacuo to afford an orange gum which was dissolved in methylene chloride (10 mL) and was washed with a saturated aqueous solution of sodium bicarbonate (2×10 mL). The organic layer was separated and the aqueous layer was extracted with methylene chlori... Starting materials: CN(C)c1nc(NC2CCC(CNC(=O)OCc3ccccc3)CC2)nc2ccccc12, CO. Yields the product CN(C)c1nc(NC2CCC(CN)CC2)nc2ccccc12. Reaction SMILES: [CH2:1]([O:2][C:3](=[O:4])[NH:10][CH2:11][CH:12]1[CH2:13][CH2:14][CH:15]([NH:18][c:19]2[n:20][c:21]3[cH:22][cH:23][cH:24][cH:25][c:26]3[c:27]([N:29]([CH3:30])[CH3:31])[n:28]2)[CH2:16][CH2:17]1)[c:5]1[cH:6][cH:7][cH:8][cH:9][cH:32]1.[CH3:33][OH:34]>>[NH2:10][CH2:11][CH:12]1[CH2:13][CH2:14][CH:15]([NH:18][c:19]2[n:20][c:21]3[cH:22][cH:23][cH:24][cH:25][c:26]3[c:27]([N:29]([CH3:30])[CH3:31])[n:28]2)[CH2:16][CH2:17]1. The reactants are N1=C(C=CC=C1)C(CC1=CC=CC=C1)=O (1-(2-pyridinyl)-2-phenylethanone), Cl.NO (hydroxylamine hydrochloride). Run in C(C)O (ethanol), [OH-].[Na+] (sodium hydroxide), C1CCCCC1 (cyclohexane). Run at time 48 hour. Product: N1=C(C=CC=C1)C(CC1=CC=CC=C1)=NO (1-(2-pyridinyl)-2-phenylethanone oxime). Yield: 39.3%. Reaction SMILES: [N:1]1[CH:6]=[CH:5][CH:4]=[CH:3][C:2]=1[C:7](=O)[CH2:8][C:9]1[CH:14]=[CH:13][CH:12]=[CH:11][CH:10]=1.Cl.[NH2:17][OH:18]>C(O)C.[OH-].[Na+].C1CCCCC1>[N:1]1[CH:6]=[CH:5][CH:4]=[CH:3][C:2]=1[C:7](=[N:17][OH:18])[CH2:8][C:9]1[CH:14]=[CH:13][CH:12]=[CH:11][CH:10]=1 |f:1.2,4.5|. Procedure details: This compound was prepared by suitable modification of the procedures described by Niemers and Hiltman, Synthesis, 1976, 593 as follows. To a solution of 1-(2-pyridinyl)-2-phenylethanone (Case and Buttle, J. Org. Chem., 1961, 26, 4415) (49.05 g, 0.249 mol) in 95% ethanol (400 ml) was added a solution of hydroxylamine hydrochloride (51.91 g, 0.747 mol) in 10% sodium hydroxide (200 ml). The solution was heated to reflux under nitrogen for 1.25 hours, and stirred at room temperature for 48 hours. T...